This data is from the Open Reaction Database (ORD), a public repository of structured organic reaction records. The task is: describe an organic reaction: reactants, conditions, products, and yield Starting materials: BrC1=CC=C(C=C1)OC(C=C(C)C)=O (3-methyl-but-2-enoic acid 4-bromo-phenyl ester), [Cl-].[Al+3].[Cl-].[Cl-] (aluminum chloride). Solvent: ClCCl (dichloromethane). Reaction conditions: time 8 hour. The product is BrC=1C=C2C(CC(OC2=CC1)=O)(C)C (6-Bromo-4,4-dimethyl-chroman-2-one). The yield is 59.7%. As a reaction SMILES: [Br:1][C:2]1[CH:7]=[CH:6][C:5]([O:8][C:9](=[O:14])[CH:10]=[C:11]([CH3:13])[CH3:12])=[CH:4][CH:3]=1.[Cl-].[Al+3].[Cl-].[Cl-]>ClCCl>[Br:1][C:2]1[CH:3]=[C:4]2[C:5](=[CH:6][CH:7]=1)[O:8][C:9](=[O:14])[CH2:10][C:11]2([CH3:12])[CH3:13] |f:1.2.3.4|. Reported procedure: A solution of 3-methyl-but-2-enoic acid 4-bromo-phenyl ester (7 g, 27.6 mmol) in anhydrous dichloromethane (200 mL) was cooled (ice bath) and treated with aluminum chloride (6.6 g, 49.6 mmol) and the reaction mixture was stirred overnight at ambient temperature. The reaction mixture was quenched with saturated aqueous sodium bicarbonate solution and extracted with diethyl ether (×2). The combined organic extract was washed woth brine (×1), dried over anhydrous sodium sulfate, filtered and evapor... Starting materials: COC1=C(C=CC(=C1)[N+](=O)[O-])O (2-methoxy-4-nitrophenol), N(=NC(=O)OCC)C(=O)OCC (diethyl azodicarboxylate), resultant suspension, CN1C(N(C(C=C1N1CCN(CC1)CCCO)=O)C)=O (1,3-dimethyl-6-[4-(3 -hydroxypropyl)piperazin-1-yl]-2,4(1H,3H)-pyrimidinedione), C1(=CC=CC=C1)P(C1=CC=CC=C1)C1=CC=CC=C1 (triphenylphosphine). Run in O1CCCC1 (tetrahydrofuran). The product is CN1C(N(C(C=C1N1CCN(CC1)CCCOC1=C(C=C(C=C1)[N+](=O)[O-])OC)=O)C)=O (1,3-dimethyl-6-[4-(3-[2-methoxy-4-nitrophenyloxy]propyl)piperazin-1-yl]-2,4(1H,3H)-pyrimidinedione). Yield: 87.9%. As a reaction SMILES: [CH3:1][O:2][C:3]1[CH:8]=[C:7]([N+:9]([O-:11])=[O:10])[CH:6]=[CH:5][C:4]=1[OH:12].[CH3:13][N:14]1[C:19]([N:20]2[CH2:25][CH2:24][N:23]([CH2:26][CH2:27][CH2:28]O)[CH2:22][CH2:21]2)=[CH:18][C:17](=[O:30])[N:16]([CH3:31])[C:15]1=[O:32].C1(P(C2C=CC=CC=2)C2C=CC=CC=2)C=CC=CC=1.N(C(OCC)=O)=NC(OCC)=O>O1CCCC1>[CH3:13][N:14]1[C:19]([N:20]2[CH2:25][CH2:24][N:23]([CH2:26][CH2:27][CH2:28][O:12][C:4]3[CH:5]=[CH:6][C:7]([N+:9]([O-:11])=[O:10])=[CH:8][C:3]=3[O:2][CH3:1])[CH2:22][CH2:21]2)=[CH:18][C:17](=[O:30])[N:16]([CH3:31])[C:15]1=[O:32]. Procedure details: In 20 ml of anhydrous tetrahydrofuran were suspended 0.68 g of 2-methoxy-4-nitrophenol, 1.0 g of 1,3-dimethyl-6-[4-(3 -hydroxypropyl)piperazin-1-yl]-2,4(1H,3H)-pyrimidinedione (Compound a) and 1.1 g of triphenylphosphine, and 0.71 ml of diethyl azodicarboxylate was added to the resultant suspension. Afterward, the mixture was treated in the same manner as in Reference Example 4, followed by recrystallizing from methanol to obtain 1.35 g of oily 1,3-dimethyl-6-[4-(3-[2-methoxy-4-nitrophenyloxy]pr... The reactants are C(C)(=O)O[C@H]1[C@@H](O[C@@H]([C@H]([C@@H]1OCC=C)OCC1=CC=CC=C1)COCC1=CC=CC=C1)O[C@@H]1[C@H]([C@H](OCC2=CC=CC=C2)O[C@@H]([C@H]1OCC1=CC=CC=C1)COCC1=CC=CC=C1)OC(C)=O (benzyl 2-O-acetyl-3-O-allyl-4,6-di-O-benzyl-β-D-gluco-pyranosyl-(1→3)-2-O-acetyl-4,6-di-O-benzyl-β-D-glucopyranoside), C1CN2CCN1CC2 (Dabco), ClCCl (dichloromethane). The reagents and catalysts are C1=CC=C(C=C1)P(C2=CC=CC=C2)C3=CC=CC=C3.C1=CC=C(C=C1)P(C2=CC=CC=C2)C3=CC=CC=C3.C1=CC=C(C=C1)P(C2=CC=CC=C2)C3=CC=CC=C3.[Cl-].[Rh] (Wilkinson's catalyst). Solvent: C(C)O.C1(=CC=CC=C1)C.O (ethanol toluene water). Product: C(C)(=O)O[C@H]1[C@@H](O[C@@H]([C@H]([C@@H]1O)OCC1=CC=CC=C1)COCC1=CC=CC=C1)O[C@@H]1[C@H]([C@H](OCC2=CC=CC=C2)O[C@@H]([C@H]1OCC1=CC=CC=C1)COCC1=CC=CC=C1)OC(C)=O (benzyl 2-O-acetyl-4,6-di-O-benzyl-β-D-glucopyranosyl-(1→3)-2-O-acetyl-4,6-di-O-benzyl-β-D-glucopyranoside). The yield is 49.0%. RXN SMILES: [C:1]([O:4][C@@H:5]1[C@@H:10]([O:11]CC=C)[C@H:9]([O:15][CH2:16][C:17]2[CH:22]=[CH:21][CH:20]=[CH:19][CH:18]=2)[C@@H:8]([CH2:23][O:24][CH2:25][C:26]2[CH:31]=[CH:30][CH:29]=[CH:28][CH:27]=2)[O:7][C@H:6]1[O:32][C@H:33]1[C@H:46]([O:47][CH2:48][C:49]2[CH:54]=[CH:53][CH:52]=[CH:51][CH:50]=2)[C@@H:45]([CH2:55][O:56][CH2:57][C:58]2[CH:63]=[CH:62][CH:61]=[CH:60][CH:59]=2)[O:44][C@@H:35]([O:36][CH2:37][C:38]2[CH:43]=[CH:42][CH:41]=[CH:40][CH:39]=2)[C@@H:34]1[O:64][C:65](=[O:67])[CH3:66])(=[O:3])[CH3:2].C1N2CCN(CC2)C1.ClCCl>C(O)C.C1(C)C=CC=CC=1.O.C1C=CC(P(C2C=CC=CC=2)C2C=CC=CC=2)=CC=1.C1C=CC(P(C2C=CC=CC=2)C2C=CC=CC=2)=CC=1.C1C=CC(P(C2C=CC=CC=2)C2C=CC=CC=2)=CC=1.[Cl-].[Rh]>[C:1]([O:4][C@@H:5]1[C@@H:10]([OH:11])[C@H:9]([O:15][CH2:16][C:17]2[CH:22]=[CH:21][CH:20]=[CH:19][CH:18]=2)[C@@H:8]([CH2:23][O:24][CH2:25][C:26]2[CH:27]=[CH:28][CH:29]=[CH:30][CH:31]=2)[O:7][C@H:6]1[O:32][C@H:33]1[C@H:46]([O:47][CH2:48][C:49]2[CH:54]=[CH:53][CH:52]=[CH:51][CH:50]=2)[C@@H:45]([CH2:55][O:56][CH2:57][C:58]2[CH:59]=[CH:60][CH:61]=[CH:62][CH:63]=2)[O:44][C@@H:35]([O:36][CH2:37][C:38]2[CH:43]=[CH:42][CH:41]=[CH:40][CH:39]=2)[C@@H:34]1[O:64][C:65](=[O:67])[CH3:66])(=[O:3])[CH3:2] |f:3.4.5,6.7.8.9.10|. Procedure details: 1.28 g (1 eq.) of benzyl 2-O-acetyl-3-O-allyl-4,6-di-O-benzyl-β-D-gluco-pyranosyl-(1→3)-2-O-acetyl-4,6-di-O-benzyl-β-D-glucopyranoside (M=915) and 1.18 g of Dabco are dissolved in 50 ml of an ethanol/toluene/water (8/3/1; v/v/v) mixture and then 390 mg (0.3 eq.) of Wilkinson's catalyst are added thereto. The reaction medium is heated under reflux for 1 hour 30 minutes and then put to dryness. The mixture is then taken up with dichloromethane and extracted with water, with iced 1/2N HCl, with 5% ... As a reaction SMILES: [CH2:24]1[CH:25]2[N:26]([CH2:27][CH2:28][NH:29]1)[CH2:30][CH2:31][CH2:32]2.[CH3:42][C:43]#[N:44].[CH:33]([N:34]([CH2:35][CH3:36])[CH:37]([CH3:38])[CH3:39])([CH3:40])[CH3:41].[Cl:1][c:2]1[c:3]([S:9](=[O:10])(=[O:11])[CH:12]2[CH2:13][N:14]([C:17](=[O:18])[O:19][C:20]([CH3:21])([CH3:22])[CH3:23])[CH2:15][CH2:16]2)[cH:4][cH:5][c:6]([F:8])[cH:7]1>>[Cl:1][c:2]1[c:3]([S:9](=[O:10])(=[O:11])[CH:12]2[CH2:13][N:14]([C:17](=[O:18])[O:19][C:20]([CH3:21])([CH3:22])[CH3:23])[CH2:15][CH2:16]2)[cH:4][cH:5][c:6]([N:29]2[CH2:24][CH:25]3[N:26]([CH2:27][CH2:28]2)[CH2:30][CH2:31][CH2:32]3)[cH:7]1. Starting materials: C1CC2CNCCN2C1, CC#N, CCN(C(C)C)C(C)C, CC(C)(C)OC(=O)N1CCC(S(=O)(=O)c2ccc(F)cc2Cl)C1. Yields the product CC(C)(C)OC(=O)N1CCC(S(=O)(=O)c2ccc(N3CCN4CCCC4C3)cc2Cl)C1. The reactants are ClC1=NC(=C2N=CN(C2=N1)C)NC1=CC=C(C=C1)Cl ((2-Chloro-9-methyl-9H-purin-6-yl)-(4-chloro-phenyl)amine), [H-].[Na+] (Sodium hydride), CC1=NNC(=C1)C (3,5-dimethylpyrazole), CN(C=O)C (N,N-dimethylformamide). The solvent is O (water). Reaction conditions: temperature 120 celsius. The product is ClC1=CC=C(C=C1)NC1=C2N=CN(C2=NC(=N1)N1N=C(C=C1C)C)C ((4-chloro-phenyl)-[2-(3,5-dimethyl-pyrazol-1-yl)-9-methyl-9H-purin-6-yl]-amine). The yield is 13.3%. As a reaction SMILES: [H-].[Na+].[CH3:3][C:4]1[CH:8]=[C:7]([CH3:9])[NH:6][N:5]=1.CN(C)C=O.Cl[C:16]1[N:24]=[C:23]2[C:19]([N:20]=[CH:21][N:22]2[CH3:25])=[C:18]([NH:26][C:27]2[CH:32]=[CH:31][C:30]([Cl:33])=[CH:29][CH:28]=2)[N:17]=1>O>[Cl:33][C:30]1[CH:29]=[CH:28][C:27]([NH:26][C:18]2[N:17]=[C:16]([N:5]3[C:4]([CH3:3])=[CH:8][C:7]([CH3:9])=[N:6]3)[N:24]=[C:23]3[C:19]=2[N:20]=[CH:21][N:22]3[CH3:25])=[CH:32][CH:31]=1 |f:0.1|. Procedure: Sodium hydride (60% in mineral oil, 160 mg, 4.1 mmol) was added to 3,5-dimethylpyrazole (320 mg, 3.4 mmol) dissolved N,N-dimethylformamide (10 mL) and the mixture was stirred for 30 min. (2-Chloro-9-methyl-9H-purin-6-yl)-(4-chloro-phenyl)amine (1.0 g 3.40 mmol) was added and the reaction mixture was heated at 120° C. for 4 days, cooled down and poured into water. The aqueous phase was extracted with ethyl acetate. The combined organic phases were dried over magnesium sulphate, filtered and conce... The reactants are BrC1=C2C=3CCC(CC3NC2=C(C=C1F)C(N)=O)C(=O)OCC (Ethyl 5-bromo-8-carbamoyl-6-fluoro-2,3,4,9-tetrahydro-1H-carbazole-2-carboxylate), BrC1=C2C=3CCC(CC3NC2=C(C=C1Cl)C(=O)O)C(=O)OCC (5-bromo-6-chloro-2-(ethoxycarbonyl)-2,3,4,9-tetrahydro-1H-carbazole-8-carboxylic acid). The product is BrC1=C2C=3CCC(CC3NC2=C(C=C1Cl)C(N)=O)C(=O)OCC (ethyl 5-bromo-8-carbamoyl-6-chloro-2,3,4,9-tetrahydro-1H-carbazole-2-carboxylate). Yield: 78.0%. Reaction SMILES: [Br:1][C:2]1[C:14](F)=[CH:13][C:12]([C:16](=[O:18])[NH2:17])=[C:11]2[C:3]=1[C:4]1[CH2:5][CH2:6][CH:7]([C:19]([O:21][CH2:22][CH3:23])=[O:20])[CH2:8][C:9]=1[NH:10]2.BrC1C([Cl:38])=CC(C(O)=O)=C2C=1C1CCC(C(OCC)=O)CC=1N2>>[Br:1][C:2]1[C:14]([Cl:38])=[CH:13][C:12]([C:16](=[O:18])[NH2:17])=[C:11]2[C:3]=1[C:4]1[CH2:5][CH2:6][CH:7]([C:19]([O:21][CH2:22][CH3:23])=[O:20])[CH2:8][C:9]=1[NH:10]2. Procedure details: Following the procedure used to prepare Intermediate 24D, 5-bromo-6-chloro-2-(ethoxycarbonyl)-2,3,4,9-tetrahydro-1H-carbazole-8-carboxylic acid was converted into ethyl 5-bromo-8-carbamoyl-6-chloro-2,3,4,9-tetrahydro-1H-carbazole-2-carboxylate as a light brown solid (8.54 g, 78% yield). Mass spectrum m/z 399, 401 (M+H)+. 1H NMR (400 MHz, DMSO-d6) δ 13.44 (br. s., 1H), 11.24 (s, 1H), 7.69 (s, 1H), 4.12 (qd, J=7.1, 2.3 Hz, 2H), 3.23-2.81 (m, 5H), 2.23-2.09 (m, 1H), 1.91-1.75 (m, 1H), 1.22 (t, J=7.... Reactants: CCOC(=O)C1CCN(c2cc(-c3ccccc3C)c(C(=O)N(C)Cc3cc(C(F)(F)F)cc(C(F)(F)F)c3)cn2)CC1, CO, [Na+], [OH-]. Product: Cc1ccccc1-c1cc(N2CCC(C(=O)O)CC2)ncc1C(=O)N(C)Cc1cc(C(F)(F)F)cc(C(F)(F)F)c1. As a reaction SMILES: [CH2:1]([CH3:2])[O:3][C:4](=[O:5])[CH:6]1[CH2:7][CH2:8][N:9]([c:12]2[n:13][cH:14][c:15]([C:25]([N:26]([CH3:27])[CH2:28][c:29]3[cH:30][c:31]([C:39]([F:40])([F:41])[F:42])[cH:32][c:33]([C:35]([F:36])([F:37])[F:38])[cH:34]3)=[O:43])[c:16](-[c:18]3[c:19]([CH3:24])[cH:20][cH:21][cH:22][cH:23]3)[cH:17]2)[CH2:10][CH2:11]1.[CH3:46][OH:47].[Na+:45].[OH-:44]>>[O:3]=[C:4]([OH:5])[CH:6]1[CH2:7][CH2:8][N:9]([c:12]2[n:13][cH:14][c:15]([C:25]([N:26]([CH3:27])[CH2:28][c:29]3[cH:30][c:31]([C:39]([F:40])([F:41])[F:42])[cH:32][c:33]([C:35]([F:36])([F:37])[F:38])[cH:34]3)=[O:43])[c:16](-[c:18]3[c:19]([CH3:24])[cH:20][cH:21][cH:22][cH:23]3)[cH:17]2)[CH2:10][CH2:11]1.